This data is from the Open Reaction Database (ORD), a public repository of structured organic reaction records. The task is: describe an organic reaction: reactants, conditions, products, and yield Reactants: NN (hydrazine), [OH-].[Na+] (NaOH), ClC=1C=C(C(=NC1)F)C1OC(C(O1)(C)C)(C)C (5-chloro-2-fluoro-3-(4,4,5,5-tetramethyl-1,3-dioxolan-2-yl)pyridine), C(C)(C)N(C(C)C)CC (N,N-diisopropylethylamine), NN (hydrazine). Solvent: C(C)#N (acetonitrile), C(C)(C)O (isopropanol). Conditions: temperature 65 celsius. Product: ClC=1C=C2C(=NC1)NN=C2 (5-chloro-1H-pyrazolo[3,4-b]pyridine). Isolated yield 72.0%. RXN SMILES: [Cl:1][C:2]1[CH:3]=[C:4]([CH:9]2OC(C)(C)C(C)(C)O2)[C:5](F)=[N:6][CH:7]=1.C(N(CC)C(C)C)(C)C.[NH2:27][NH2:28].[OH-].[Na+]>C(O)(C)C.C(#N)C>[Cl:1][C:2]1[CH:3]=[C:4]2[CH:9]=[N:28][NH:27][C:5]2=[N:6][CH:7]=1 |f:3.4|. Procedure details: To a solution of 5-chloro-2-fluoro-3-(4,4,5,5-tetramethyl-1,3-dioxolan-2-yl)pyridine, 28, (14.5 g, 55.8 mmol) and N,N-diisopropylethylamine (19.5 mL, 112.0 mmol) in isopropanol (200 mL) was added hydrazine (12.0 mL, 382.3 mmol). The mixture was heated to 65° C. overnight. LC-MS indicates desired hydrazine compound formed and the mixture was concentrated in vacuo. The crude residue was taken up in 300 mL of water and 120 mL of EtOH followed by 50 mL of 6N HCl. The resulting mixture was warmed to ... Starting materials: BrC=1C=C(C=CC1C)C1=NN(C(O1)=O)C (5-(3-Bromo-4-methylphenyl)-3-methyl-1,3,4-oxadiazol-2(3H)-one), BrC=1C=C(C=CC1C)C1=NNC(O1)=O (5-(3-bromo-4-methylphenyl)-1,3,4-oxadiazol-2(3H)-one), CI (methyl iodide), C([O-])([O-])=O.[K+].[K+] (potassium carbonate). Solvent: CN(C)C=O (DMF), O (Water), C(C)(=O)OCC (ethyl acetate). Run at time 24 hour. The product is BrC=1C=C(C(=O)NN)C=CC1C (3-Bromo-4-methylbenzohydrazide). Reaction SMILES: [Br:1][C:2]1[CH:3]=[C:4]([C:9]2[O:13]C(=O)[N:11](C)[N:10]=2)[CH:5]=[CH:6][C:7]=1[CH3:8].BrC1C=C(C2OC(=O)NN=2)C=CC=1C.CI.C(=O)([O-])[O-].[K+].[K+]>CN(C=O)C.C(OCC)(=O)C.O>[Br:1][C:2]1[CH:3]=[C:4]([CH:5]=[CH:6][C:7]=1[CH3:8])[C:9]([NH:10][NH2:11])=[O:13] |f:3.4.5|. Procedure: Step-3: 5-(3-Bromo-4-methylphenyl)-3-methyl-1,3,4-oxadiazol-2(3H)-one: A mixture of 5-(3-bromo-4-methylphenyl)-1,3,4-oxadiazol-2(3H)-one (400 mg, 1.57 mmol, 1.0 eq), methyl iodide (0.2 mL, 3.15 mmol, 2.0 eq) and potassium carbonate (210 mg, 3.15 mmol, 2.0 eq) in DMF (10 mL) was stirred at room temperature for 24 h. Water (50 mL) was added to the reaction mixture followed by ethyl acetate (30 mL). The layers were separated and the aqueous layer was extracted with ethyl acetate (2×20 mL). The comb... Reactants: C1CC(=O)N(C1=O)Br (NBS), COC(=O)C1=CC2=C(NC=N2)C(=C1NC1=C(C=CC=C1)C)F (7-Fluoro-6-o-tolylamino-1H-benzoimidazole-5-carboxylic acid methyl ester), CC=1C=CC(=CC1)S(=O)(=O)O.O (TsOH.H2O), C1CC(=O)N(C1=O)Br (NBS), C1CCOC1 (THF). Solvent: C1CCOC1.CO (THF MeOH), CO (MeOH), CO (MeOH). Reaction conditions: temperature 0 celsius, time 30 minute. Yields the product COC(=O)C1=CC2=C(NC=N2)C(=C1NC1=C(C=C(C=C1)Br)C)F (7-Fluoro-6-(4-bromo-2-methyl-phenylamino)-1H-benzoimidazole-5-carboxylic acid methyl ester). The yield is 79.2%. As a reaction SMILES: [CH3:1][O:2][C:3]([C:5]1[C:13]([NH:14][C:15]2[CH:20]=[CH:19][CH:18]=[CH:17][C:16]=2[CH3:21])=[C:12]([F:22])[C:8]2[NH:9][CH:10]=[N:11][C:7]=2[CH:6]=1)=[O:4].C1COCC1.C1C(=O)N([Br:35])C(=O)C1.CC1C=CC(S(O)(=O)=O)=CC=1.O>CO.C1COCC1.CO>[CH3:1][O:2][C:3]([C:5]1[C:13]([NH:14][C:15]2[CH:20]=[CH:19][C:18]([Br:35])=[CH:17][C:16]=2[CH3:21])=[C:12]([F:22])[C:8]2[NH:9][CH:10]=[N:11][C:7]=2[CH:6]=1)=[O:4] |f:3.4,6.7|. Procedure: 7-Fluoro-6-o-tolylamino-1H-benzoimidazole-5-carboxylic acid methyl ester 7a (2.00 g, 6.68 mmol) is suspended in 1:1 THF:MeOH mixture (60 mL) and cooled to −78° C. under a nitrogen atmosphere. A solution of NBS (1.20 g, 6.75 mmol) in 1:1 THF/MeOH (5 mL) is added followed by a MeOH (5 mL) solution of TsOH.H2O (1.9 g, 10.0 mmol). After 30 minutes, the reaction mixture is warmed to 0° C. and then after 1 hour warmed to rt. After 16 hours, more NBS (0.12 g, 0.67 mmol) is added and the reaction mixtur... The reactants are OC1=NC(=NN1C1=CC=CC=C1)S (5-Hydroxy-1-phenyl-1,2,4-triazol-3-thiol), [OH-].[Na+] (sodium hydroxide), C(C1=CC=CC=C1)Cl (Benzyl chloride). Run in C(C)O (ethanol). Reaction conditions: time 24 hour. Product: C(C1=CC=CC=C1)SC1=NN(C(=N1)O)C1=CC=CC=C1 (3-Benzylthio-5-hydroxy-1-phenyl-1,2,4-triazole). Reaction SMILES: [OH:1][C:2]1[N:6]([C:7]2[CH:12]=[CH:11][CH:10]=[CH:9][CH:8]=2)[N:5]=[C:4]([SH:13])[N:3]=1.[OH-].[Na+].[CH2:16](Cl)[C:17]1[CH:22]=[CH:21][CH:20]=[CH:19][CH:18]=1>C(O)C>[CH2:16]([S:13][C:4]1[N:3]=[C:2]([OH:1])[N:6]([C:7]2[CH:12]=[CH:11][CH:10]=[CH:9][CH:8]=2)[N:5]=1)[C:17]1[CH:22]=[CH:21][CH:20]=[CH:19][CH:18]=1 |f:1.2|. Procedure details: The product of stage (b) (20 g), ethanol (300 ml) and sodium hydroxide (5 g) were stirred together for 10 minutes. Benzyl chloride (12.3 ml) was added, and the mixture was heated under reflux with stirring for 24 hours. The solvent was removed in vacuo, and the residue was treated with water. The pH was adjusted to 1.0 with concentrated hydrochloric acid, and the solid was filtered, washed with water and recrystallises from ethanol to give 21.75 g of the desired product. Starting materials: O (Water), CN1CCOCC1 (N-methylmorpholine), ClC(=O)OC(C)C (isopropyl chloroformate), Cl.C(#N)C1=CC=C(OCC(C)NC([C@@H](N)C(C)C)=O)C=C1 (N1 -[2-(4-cyanophenoxy)-1-methylethyl]L-valinamide hydrochloride). Solvent: C(Cl)Cl (methylene chloride). Reaction conditions: time 15 hour. The product is C(#N)C1=CC=C(OCC(C)NC([C@@H](NC(=O)OC(=C)C)C(C)C)=O)C=C1 (N1 -[2-(4-cyanophenoxy)-1-methylethyl]-N2 -isopropenyloxycarbonyl-L-valinamide). Yield: 22.2%. Reaction SMILES: CN1CCOCC1.Cl[C:9]([O:11][CH:12]([CH3:14])[CH3:13])=[O:10].Cl.[C:16]([C:18]1[CH:35]=[CH:34][C:21]([O:22][CH2:23][CH:24]([NH:26][C:27](=[O:33])[C@H:28]([CH:30]([CH3:32])[CH3:31])[NH2:29])[CH3:25])=[CH:20][CH:19]=1)#[N:17].O>C(Cl)Cl>[C:16]([C:18]1[CH:19]=[CH:20][C:21]([O:22][CH2:23][CH:24]([NH:26][C:27](=[O:33])[C@H:28]([CH:30]([CH3:31])[CH3:32])[NH:29][C:9]([O:11][C:12]([CH3:14])=[CH2:13])=[O:10])[CH3:25])=[CH:34][CH:35]=1)#[N:17] |f:2.3|. Procedure details: 0.6 g of N-methylmorpholine, and subsequently 0.4 g of isopropyl chloroformate were added to a solution containing 0.9 g of N1 -[2-(4-cyanophenoxy)-1-methylethyl]L-valinamide hydrochloride dissolved in 50 ml of methylene chloride at -15° C. The mixture was allowed to sit and warm naturally to room temperature and stirred for 15 hours at room temperature. Water was subsequently added to the reaction mixture. After the dichloromethane layer was washed with water, the organic layer was dried over a... Starting materials: CN.CO (methylamine methanol), CO (methanol), ClCC1=CC=CC2=CC=CC=C12 (1-chloromethylnaphthalene), ice, compound. The solvent is C(C)N(CC)CC (triethylamine). The product is CNCC1=CC=CC2=CC=CC=C12 (N-methyl-(1-naphthylmethyl)amine). Isolated yield 91.9%. As a reaction SMILES: [CH3:1][NH2:2].CO.CO.Cl[CH2:8][C:9]1[C:18]2[C:13](=[CH:14][CH:15]=[CH:16][CH:17]=2)[CH:12]=[CH:11][CH:10]=1>C(N(CC)CC)C>[CH3:1][NH:2][CH2:8][C:9]1[C:18]2[C:13](=[CH:14][CH:15]=[CH:16][CH:17]=2)[CH:12]=[CH:11][CH:10]=1 |f:0.1|. Procedure details: 1.14 g (11.3 mmol), of triethylamine was mixed with a 40% methylamine-methanol solution and 5 ml of the methanol containing 2.00 g (11.3 mmol), of 1-chloromethylnaphthalene was dropped while stirring in an ice bath. After dropping, the reaction mixture was taken out of the ice bath and stirred at room temperature for 60 hours. The solvent was distilled off under reduced pressure and extracted with ether-2N hydrochloric acid. The organic extract was washed with saturated saline and dried with sod...